describe an organic reaction: reactants, conditions, products, and yield From a dataset of the Open Reaction Database (ORD), a public repository of structured organic reaction records. Starting materials: CC1=CCC(CC1)C=O (4-methyl-3-cyclohexenecarboxaldehyde), S(O)(O)(=O)=O (sulfuric acid), BrCC(C)C (1-bromo-2-methyl propane), [Mg] (magnesium). The solvent is CCOCC (ether), CCOCC (ether), CCOCC (ether), CCOCC (ether), CCOCC (ether). Conditions: temperature 0 celsius. The product is C(C(C)C)[Mg]Br (isobutyl magnesium bromide), CC12OC(C(CC1)CC2)CC(C)C (1-methyl-3-(2-methylpropyl)-2-oxabicyclo[2.2.2]octane). The yield is 71.0%. Reaction SMILES: [Br:1][CH2:2][CH:3]([CH3:5])[CH3:4].[Mg:6].[CH3:7][C:8]1[CH2:13][CH2:12][CH:11]([CH:14]=[O:15])[CH2:10][CH:9]=1.S(=O)(=O)(O)O>CCOCC>[CH2:7]([Mg:6][Br:1])[CH:8]([CH3:13])[CH3:9].[CH3:7][C:8]12[CH2:13][CH2:12][CH:11]([CH2:10][CH2:9]1)[CH:14]([CH2:2][CH:3]([CH3:5])[CH3:4])[O:15]2. Reported procedure: A solution of isobutyl magnesium bromide in ether is prepared by dropwise adding a solution of 517 grams (3.45 moles) of 1-bromo-2-methyl propane in 700 ml of dry ether to a stirred slurry of 76.5 grams of magnesium (3.15 moles) in 600 ml of dry ether under nitrogen at reflux. The resulting solution is stirred at reflux for 30 minutes. A solution of 372 grams of 4-methyl-3-cyclohexenecarboxaldehyde (3.38 moles) in 200 ml of ether is then added to the reaction mixture over a period of one hour at...